describe an organic reaction: reactants, conditions, products, and yield From a dataset of the Open Reaction Database (ORD), a public repository of structured organic reaction records. Starting materials: N1=CC=CC2=CC(=CC=C12)NC=1SC(=C(N1)C(=O)N)NC(=O)C1=CSC=C1 (2-(quinolin-6-ylamino)-5-(thiophene-3-carboxamido)thiazole-4-carboxamide), C(=O)([O-])[O-].[K+].[K+] (K2CO3), CI (MeI). Run in CN(C)C=O (DMF). Run at time 8 hour. Yields the product [I-].C(N)(=O)C=1N=C(SC1NC(=O)C1=CSC=C1)NC=1C=C2C=CC=[N+](C2=CC1)C (6-{[4-carbamoyl-5-(thiophene-3-carboxamido)thiazol-2-yl]amino}-1-methylquinolin-1-ium iodide). Isolated yield 14.8%. As a reaction SMILES: [N:1]1[C:10]2[C:5](=[CH:6][C:7]([NH:11][C:12]3[S:13][C:14]([NH:20][C:21]([C:23]4[CH:27]=[CH:26][S:25][CH:24]=4)=[O:22])=[C:15]([C:17]([NH2:19])=[O:18])[N:16]=3)=[CH:8][CH:9]=2)[CH:4]=[CH:3][CH:2]=1.[C:28]([O-])([O-])=O.[K+].[K+].C[I:35]>CN(C=O)C>[I-:35].[C:17]([C:15]1[N:16]=[C:12]([NH:11][C:7]2[CH:6]=[C:5]3[C:10](=[CH:9][CH:8]=2)[N+:1]([CH3:28])=[CH:2][CH:3]=[CH:4]3)[S:13][C:14]=1[NH:20][C:21]([C:23]1[CH:27]=[CH:26][S:25][CH:24]=1)=[O:22])(=[O:18])[NH2:19] |f:1.2.3,6.7|. Reported procedure: To a solution of 2-(quinolin-6-ylamino)-5-(thiophene-3-carboxamido)thiazole-4-carboxamide (50 mg, 0.126 mmol) in DMF (1 mL) was added K2CO3 (50 mg, 0.152 mmol) and. MeI (27 mg, 0.190 mmol) at rt. The mixture was stirred overnight at rt. The reaction was quenched by adding cold-water, and the reaction mixture was diluted with EtOAc. The resulting precipitates were collected by filtration and washed successively with EtOAc and water to afford 10 mg (15% yield) of the titled compound. The reactants are C(C)(C)(C)[C@@H]1NC(O[C@H]2[C@H](CCCCCC=3C(=NC=4C=CC=CC4C3O)O[C@@H]3C[C@H](N(C1=O)C3)C(=O)OC)C2)=O (methyl (1aR,5S,8S,10R,22aR)-5-tert-butyl-17-hydroxy-3,6-dioxo-1,1a,3,4,5,6,9,10,18,19,20,21,22,22a-tetradecahydro-8H-7,10-methanocyclopropa[18,19][1,10,3,6]dioxadiazacyclononadecino[11,12-b]quinoline-8-carboxylate), CN1CCC(CC1)O (1-methylpiperidin-4-ol). Conditions: temperature 40 celsius. The product is C(C)(C)(C)[C@@H]1NC(O[C@H]2[C@H](CCCCCC=3C(=NC=4C=CC=CC4C3OC3CCN(CC3)C)O[C@@H]3C[C@H](N(C1=O)C3)C(=O)OC)C2)=O (methyl (1aR,5S,8S,10R,22aR)-5-tert-butyl-17-[(1-methylpiperidin-4-yl)oxy]-3,6-dioxo-1,1a,3,4,5,6,9,10,18,19,20,21,22,22a-tetradecahydro-8H-7,10-methanocyclopropa[18,19][1,10,3,6]dioxadiazacyclononadecino[11,12-b]quinoline-8-carboxylate). Reaction SMILES: [C:1]([C@H:5]1[C:32](=[O:33])[N:31]2[CH2:34][C@@H:28]([CH2:29][C@H:30]2[C:35]([O:37][CH3:38])=[O:36])[O:27][C:17]2=[N:18][C:19]3[CH:20]=[CH:21][CH:22]=[CH:23][C:24]=3[C:25]([OH:26])=[C:16]2[CH2:15][CH2:14][CH2:13][CH2:12][CH2:11][C@@H:10]2[CH2:39][C@H:9]2[O:8][C:7](=[O:40])[NH:6]1)([CH3:4])([CH3:3])[CH3:2].[CH3:41][N:42]1[CH2:47][CH2:46][CH:45](O)[CH2:44][CH2:43]1>>[C:1]([C@H:5]1[C:32](=[O:33])[N:31]2[CH2:34][C@@H:28]([CH2:29][C@H:30]2[C:35]([O:37][CH3:38])=[O:36])[O:27][C:17]2=[N:18][C:19]3[CH:20]=[CH:21][CH:22]=[CH:23][C:24]=3[C:25]([O:26][CH:45]3[CH2:46][CH2:47][N:42]([CH3:41])[CH2:43][CH2:44]3)=[C:16]2[CH2:15][CH2:14][CH2:13][CH2:12][CH2:11][C@@H:10]2[CH2:39][C@H:9]2[O:8][C:7](=[O:40])[NH:6]1)([CH3:4])([CH3:2])[CH3:3]. Procedure: Methyl (1aR,55,8S,10R,22aR)-5-tert-butyl-17-hydroxy-3,6-dioxo-1,1a,3,4,5,6,9,10,18,19,20,21,22,22a-tetradecahydro-8H-7,10-methanocyclopropa[18,19][1,10,3,6]dioxadiazacyclononadecino[11,12-b]quinoline-8-carboxylate synthesized in example 113, step 5 was reacted with 1-methylpiperidin-4-ol using the procedure described for Example 137 (heating was required: 40° C. for 18 hours). LRMS (ES+) m/z 651.55 (M+H)+.